Dataset: the Open Reaction Database (ORD), a public repository of structured organic reaction records. Task: describe an organic reaction: reactants, conditions, products, and yield Starting materials: Cl (HCl), N(=O)[O-].[Na+] (NaNO2), C1(=CC=CC=C1)NC(C)(C)C (Phenyl-t-butylamine). The solvent is O (water). Reaction conditions: time 2 hour. Yields the product C1(=CC=CC=C1)N(N=O)C(C)(C)C (Phenyl-t-butylnitrosoamine). As a reaction SMILES: [C:1]1([NH:7][C:8]([CH3:11])([CH3:10])[CH3:9])[CH:6]=[CH:5][CH:4]=[CH:3][CH:2]=1.Cl.[N:13]([O-])=[O:14].[Na+]>O>[C:1]1([N:7]([C:8]([CH3:11])([CH3:10])[CH3:9])[N:13]=[O:14])[CH:6]=[CH:5][CH:4]=[CH:3][CH:2]=1 |f:2.3|. Reported procedure: Phenyl-t-butylamine (6 g, 0.04 mol) was treated with conc.HCl (5 ml) and a solution of NaNO2(6.4 g, 2.4 eq.) in 20 ml of water was added slowly. The resulting mixture was stirred for 2 hr at r.t. to produce an oily layer which was extracted with EtOAc, washed with brine, and dried over Na2SO4.Yield 6 g (85%). This nitrosoamine was used for the next step without further purification. Starting materials: C(C1=CC=CC=C1)(C1=CC=CC=C1)N1CC(C1)NC(=O)[C@H]1N(CCCC1)C=1OC2=C(N1)C=CC=C2 ((2S)-N2-(1-benzhydryl-3-azetanyl)-1-(1,3-benzoxazol-2-yl)-2-piperidinecarboxamide). The reagents and catalysts are [OH-].[OH-].[Pd+2] (palladium hydroxide on carbon), [OH-].[OH-].[Pd+2] (Palladium hydroxide on carbon). The solvent is C(C)O (ethanol). Conditions: time 18 hour. Yields the product O1C(=NC2=C1C=CC=C2)N2[C@@H](CCCC2)C(=O)NC2CN(C2)CC ((2S)-1-(1,3-benzoxazol-2-yl)-N2-(1-ethyl-3-azetanyl)-2-piperidinecarboxamide). Isolated yield 43.9%. Reaction SMILES: [CH:1]([N:14]1[CH2:17][CH:16]([NH:18][C:19]([C@@H:21]2[CH2:26][CH2:25][CH2:24][CH2:23][N:22]2[C:27]2[O:28][C:29]3[CH:35]=[CH:34][CH:33]=[CH:32][C:30]=3[N:31]=2)=[O:20])[CH2:15]1)(C1C=CC=CC=1)[C:2]1C=CC=CC=1>C(O)C.[OH-].[OH-].[Pd+2]>[O:28]1[C:29]2[CH:35]=[CH:34][CH:33]=[CH:32][C:30]=2[N:31]=[C:27]1[N:22]1[CH2:23][CH2:24][CH2:25][CH2:26][C@H:21]1[C:19]([NH:18][CH:16]1[CH2:17][N:14]([CH2:1][CH3:2])[CH2:15]1)=[O:20] |f:2.3.4|. Procedure: 20% w/w Palladium hydroxide on carbon (31 mg) was added to a solution of (2S)-N2-(1-benzhydryl-3-azetanyl)-1-(1,3-benzoxazol-2-yl)-2-piperidinecarboxamide (120 mg) [see Example 28] in ethanol (5 ml). The reaction mixture was hydrogenated for 18 hours at 414 kPa (60 p.s.i.), after which time additional 20% w/w palladium hydroxide on carbon (32 mg) was added and the mixture hydrogenated for a further 72 hours. The catalyst was then filtered off and washed with ethanol and the solvent was removed u... Starting materials: COC(C1=C(C(=C(C(=C1)N)O)F)F)=O (5-amino-2,3-difluoro-4-hydroxy-benzoic acid methyl ester), ClCC(=O)Cl (chloroacetyl chloride), C(O)([O-])=O.[Na+] (sodium hydrogen carbonate). Reagents/catalysts: [Cl-].C(C1=CC=CC=C1)[N+](CC)(CC)CC (benzyl-triethylammonium chloride). Solvent: C(Cl)(Cl)Cl (chloroform). Conditions: time 1 hour. Product: FC1=C(C2=C(NC(CO2)=O)C=C1C(=O)OC)F (7,8-Difluoro-6-methoxycarbonyl-4H-benzo[1,4]oxazine-3-one). Yield: 56.1%. RXN SMILES: [CH3:1][O:2][C:3](=[O:14])[C:4]1[CH:9]=[C:8]([NH2:10])[C:7]([OH:11])=[C:6]([F:12])[C:5]=1[F:13].C(=O)([O-])O.[Na+].Cl[CH2:21][C:22](Cl)=[O:23]>[Cl-].C([N+](CC)(CC)CC)C1C=CC=CC=1.C(Cl)(Cl)Cl>[F:13][C:5]1[C:4]([C:3]([O:2][CH3:1])=[O:14])=[CH:9][C:8]2[NH:10][C:22](=[O:23])[CH2:21][O:11][C:7]=2[C:6]=1[F:12] |f:1.2,4.5|. Procedure: A mixture of 5-amino-2,3-difluoro-4-hydroxy-benzoic acid methyl ester (5.5 g, 27.1 mmol) and benzyl-triethylammonium chloride (6.2 g) in chloroform (300 mL) was warmed and sonicated until most of the solid was dissolved. The mixture was cooled in an ice bath and sodium hydrogen carbonate (10 g) was added, followed by chloroacetyl chloride (2.4 mL, 29 mmol). The combined mixture was stirred in cold for 1 hour and then under reflux for approximately 9 hours. It was then evaporated in vacuo and the... The reactants are FC=1C=C2C(C(=CN(C2=C(C1F)F)NC)C(=O)O)=O (6,7,8-trifluoro-1,4-dihydro-1-methylamino-4-oxo-3-quinolinecarboxylic acid), 1,8-diazobicyclo-[5,4,0]undec-7-ene, N1CC(CC1)NC(OC(C)(C)C)=O (1,1-dimethylethyl 3-pyrrolidinylcarbamate). Solvent: C(C)#N (acetonitrile). Reaction conditions: time 8 hour. Yields the product CC(C)(OC(=O)NC1CN(CC1)C1=C(C=C2C(C(=CN(C2=C1F)NC)C(=O)O)=O)F)C (7-[3-[[(1,1dimethylethoxy)carbonyl]amino]-1-pyrro-lidinyl]-6,8-difluoro-1,4-dihydro-1-(methylamino)-4-oxo-3quinolinecarboxylic acid). Yield: 57.5%. As a reaction SMILES: [F:1][C:2]1[CH:3]=[C:4]2[C:9](=[C:10]([F:13])[C:11]=1F)[N:8]([NH:14][CH3:15])[CH:7]=[C:6]([C:16]([OH:18])=[O:17])[C:5]2=[O:19].[NH:20]1[CH2:24][CH2:23][CH:22]([NH:25][C:26](=[O:32])[O:27][C:28]([CH3:31])([CH3:30])[CH3:29])[CH2:21]1>C(#N)C>[CH3:30][C:28]([CH3:31])([O:27][C:26]([NH:25][CH:22]1[CH2:23][CH2:24][N:20]([C:11]2[C:10]([F:13])=[C:9]3[C:4]([C:5](=[O:19])[C:6]([C:16]([OH:18])=[O:17])=[CH:7][N:8]3[NH:14][CH3:15])=[CH:3][C:2]=2[F:1])[CH2:21]1)=[O:32])[CH3:29]. Procedure: To 1.00 g (3.68 mmol) of 6,7,8-trifluoro-1,4-dihydro-1-methylamino-4-oxo-3-quinolinecarboxylic acid in 10 ml of acetonitrile was added 0.56 g (1.0 equivalent) of 1,8-diazobicyclo-[5,4,0]undec-7-ene and 0.68 g of 1,1-dimethylethyl 3-pyrrolidinylcarbamate. The mixture was refluxed for one hour and stirred at room temperature overnight. The solids were filtered and washed with ether to give 0.92 g of 7-[3-[[(1,1dimethylethoxy)carbonyl]amino]-1-pyrro-lidinyl]-6,8-difluoro-1,4-dihydro-1-(methylamino)... Reactants: C(C1=CC=CC=C1)OC=1C=CC(=NC1)C=O (5-benzyloxy-2-pyridinecarboxaldehyde), C(C)(C)(C)[N+]#[C-] (t-butyl isocyanide), C(C)(=O)O (acetic acid). Run in C(Cl)(Cl)Cl (chloroform). Product: C(C1=CC=CC=C1)OC=1C=CC=NC1 (5-benzyloxypyridine). Reaction SMILES: [CH2:1]([O:8][C:9]1[CH:10]=[CH:11][C:12](C=O)=[N:13][CH:14]=1)[C:2]1[CH:7]=[CH:6][CH:5]=[CH:4][CH:3]=1.C([N+]#[C-])(C)(C)C.C(O)(=O)C>C(Cl)(Cl)Cl>[CH2:1]([O:8][C:9]1[CH:10]=[CH:11][CH:12]=[N:13][CH:14]=1)[C:2]1[CH:3]=[CH:4][CH:5]=[CH:6][CH:7]=1. Procedure details: A solution of 4.22 g. (0.02 mol) of 5-benzyloxy-2-pyridinecarboxaldehyde in 100 ml. of chloroform is treated with 1.66 g. (0.04 mol) of t-butyl isocyanide and 2.40 g. (0.04 mol) of acetic acid and the solution is refluxed gently for five hours. The reaction mixture is washed with 5% sodium bicarbonate solution, dried and evaporated to dryness to give 2-[α-N-t-butylamido)-acetoxymethyl]-5-benzyloxypyridine. The reactants are CC(C)(C)NS(=O)(=O)c1ccc(B(O)O)cc1, Cc1cc(-c2ccc(Cl)cc2)nc(-n2cnc(I)c2)n1. Product: Cc1cc(-c2ccc(Cl)cc2)nc(-n2cnc(-c3ccc(S(=O)(=O)NC(C)(C)C)cc3)c2)n1. RXN SMILES: [C:21]([CH3:22])([CH3:23])([CH3:24])[NH:25][S:26](=[O:27])(=[O:28])[c:29]1[cH:30][cH:31][c:32]([B:35]([OH:36])[OH:37])[cH:33][cH:34]1.[Cl:1][c:2]1[cH:3][cH:4][c:5](-[c:8]2[n:9][c:10](-[n:15]3[cH:16][n:17][c:18]([I:20])[cH:19]3)[n:11][c:12]([CH3:14])[cH:13]2)[cH:6][cH:7]1>>[Cl:1][c:2]1[cH:3][cH:4][c:5](-[c:8]2[n:9][c:10](-[n:15]3[cH:16][n:17][c:18](-[c:32]4[cH:31][cH:30][c:29]([S:26]([NH:25][C:21]([CH3:22])([CH3:23])[CH3:24])(=[O:27])=[O:28])[cH:34][cH:33]4)[cH:19]3)[n:11][c:12]([CH3:14])[cH:13]2)[cH:6][cH:7]1. The reactants are C1(CC1)C(CC(=O)C1=CC=CC=2OC(OC21)(F)F)=O (4-(3-cyclopropyl-1,3-dioxoprop-1-yl)-2,2-difluoro-1,3-benzodioxole), COC(N(C)C)OC (N,N-dimethylformamide dimethyl acetal). Run in C1(=CC=CC=C1)C (toluene). Run at time 8 hour. Yields the product C1(CC1)C(C(C(=O)C1=CC=CC=2OC(OC21)(F)F)=CN(C)C)=O (4-(3-cyclopropyl-2-dimethylaminomethylene-1,3-dioxopropyl)-2,2-difluoro-1,3-benzodioxole). Reaction SMILES: [CH:1]1([C:4](=[O:19])[CH2:5][C:6]([C:8]2[C:16]3[O:15][C:14]([F:18])([F:17])[O:13][C:12]=3[CH:11]=[CH:10][CH:9]=2)=[O:7])[CH2:3][CH2:2]1.CO[CH:22](OC)[N:23]([CH3:25])[CH3:24]>C1(C)C=CC=CC=1>[CH:1]1([C:4](=[O:19])[C:5](=[CH:22][N:23]([CH3:25])[CH3:24])[C:6]([C:8]2[C:16]3[O:15][C:14]([F:18])([F:17])[O:13][C:12]=3[CH:11]=[CH:10][CH:9]=2)=[O:7])[CH2:3][CH2:2]1. Procedure details: A solution of 4-(3-cyclopropyl-1,3-dioxoprop-1-yl)-2,2-difluoro-1,3-benzodioxole (12.0 g) in dry toluene was treated with N,N-dimethylformamide dimethyl acetal and the mixture stirred overnight. After evaporation in vacuo and re-evaporation after addition of toluene the residue was recrystal from cyclohexane-ethanol to give 4-(3-cyclopropyl-2-dimethylaminomethylene-1,3-dioxopropyl)-2,2-difluoro-1,3-benzodioxole (6.5 g) as a pale yellow solid, m.p. 118°-119° C. Reactants: [O-][I+3]([O-])([O-])[O-], [Na+], C1COCCO1, O, COC(=O)c1ccc2c(c1)C=CC(O)(CO)CO2. Yields the product COC(=O)c1ccc2c(c1)C=CC(=O)CO2. RXN SMILES: [I+3:1]([O-:2])([O-:3])([O-:4])[O-:5].[Na+:6].[O:26]1[CH2:27][CH2:28][O:29][CH2:30][CH2:31]1.[OH2:25].[OH:7][C:8]1([CH2:23][OH:24])[CH2:9][O:10][c:11]2[c:12]([cH:15][c:16]([C:19](=[O:20])[O:21][CH3:22])[cH:17][cH:18]2)[CH:13]=[CH:14]1>>[O:7]=[C:8]1[CH2:9][O:10][c:11]2[c:12]([cH:15][c:16]([C:19](=[O:20])[O:21][CH3:22])[cH:17][cH:18]2)[CH:13]=[CH:14]1. Starting materials: BrCC1=NN(C2=CC=CC=C12)C(=O)OC(C)(C)C (3-Bromomethyl-1-tert-butoxycarbonyl-1H-indazole), O (water), [H-].[Na+] (Sodium hydride), O=C1CC(N(C2=C(N1CC(=O)N(C1=CC(=CC=C1)OC)C(C)C)C=CC=C2)C2=CC=CC=C2)=O (2-(-2,4-dioxo-5-phenyl-2,3,4,5-tetrahydrobenzo[b][1,4]diazepin-1-yl)-N-isopropyl-N-(3-methoxy-phenyl) acetamide), resultant mixture. The solvent is CN(C)C=O (DMF). Reaction conditions: time 18 hour. Product: C(C)(C)(C)OC(=O)N1N=C(C2=CC=CC=C12)CC1C(N(C2=C(N(C1=O)CC(=O)N(C1=CC(=CC=C1)OC)C(C)C)C=CC=C2)C2=CC=CC=C2)=O (2-[3-(1-tert-butoxycarbonyl-1H-indazol-3-ylmethyl)-2,4-dioxo-5-phenyl-2,3,4,5-tetrahydrobenzo[b][1,4]diazepin-1-yl]-N-isopropyl-N-(3-methoxy-phenyl) acetamide). As a reaction SMILES: [H-].[Na+].[O:3]=[C:4]1[N:10]([CH2:11][C:12]([N:14]([CH:23]([CH3:25])[CH3:24])[C:15]2[CH:20]=[CH:19][CH:18]=[C:17]([O:21][CH3:22])[CH:16]=2)=[O:13])[C:9]2[CH:26]=[CH:27][CH:28]=[CH:29][C:8]=2[N:7]([C:30]2[CH:35]=[CH:34][CH:33]=[CH:32][CH:31]=2)[C:6](=[O:36])[CH2:5]1.Br[CH2:38][C:39]1[C:47]2[C:42](=[CH:43][CH:44]=[CH:45][CH:46]=2)[N:41]([C:48]([O:50][C:51]([CH3:54])([CH3:53])[CH3:52])=[O:49])[N:40]=1.O>CN(C=O)C>[C:51]([O:50][C:48]([N:41]1[C:42]2[C:47](=[CH:46][CH:45]=[CH:44][CH:43]=2)[C:39]([CH2:38][CH:5]2[C:4](=[O:3])[N:10]([CH2:11][C:12]([N:14]([CH:23]([CH3:25])[CH3:24])[C:15]3[CH:20]=[CH:19][CH:18]=[C:17]([O:21][CH3:22])[CH:16]=3)=[O:13])[C:9]3[CH:26]=[CH:27][CH:28]=[CH:29][C:8]=3[N:7]([C:30]3[CH:31]=[CH:32][CH:33]=[CH:34][CH:35]=3)[C:6]2=[O:36])=[N:40]1)=[O:49])([CH3:54])([CH3:53])[CH3:52] |f:0.1|. Reported procedure: 52 mg of Sodium hydride (60% in oil, 1.31 mmol) is added to a solution of 2-(-2,4-dioxo-5-phenyl-2,3,4,5-tetrahydrobenzo[b][1,4]diazepin-1-yl)-N-isopropyl-N-(3-methoxy-phenyl) acetamide, prepared as in Part D, (500 mg, 1.09 mmol) in DMF (10 mL ) and the resultant mixture stirred at RT for 0.5 h prior to the addition of 3-Bromomethyl-1-tert-butoxycarbonyl-1H-indazole (339 mg, 1.09 mmol) to the reaction mixture. After stirring 18 h at RT, water (50 mL) is added and the resultant mixture extracted ...